From a dataset of the Open Reaction Database (ORD), a public repository of structured organic reaction records. describe an organic reaction: reactants, conditions, products, and yield Reactants: C(C(=O)O)(=O)O.C(C)(C)(C)OC(CNC1CCC2=CC(=C(C=C12)OC)OC)=O (N-(5,6-dimethoxyindan-1-yl)glycine tert-butyl ester oxalate), C(=O)(OCC1=CC=CC=C1)N[C@@H](C)C(=O)O (N-carbobenzoxy-L-alanine). The product is C(C(=O)O)(=O)O.C(C)(C)(C)OC(CN(C1CCC2=CC(=C(C=C12)OC)OC)C([C@@H](N)C)=O)=O (L-alanyl-N-(5,6-dimethoxyindan-1-yl)glycine tert-butyl ester oxalate). The yield is 48.5%. As a reaction SMILES: [C:1]([OH:6])(=[O:5])[C:2]([OH:4])=[O:3].[C:7]([O:11][C:12](=[O:28])[CH2:13][NH:14][CH:15]1[C:23]2[C:18](=[CH:19][C:20]([O:26][CH3:27])=[C:21]([O:24][CH3:25])[CH:22]=2)[CH2:17][CH2:16]1)([CH3:10])([CH3:9])[CH3:8].C([NH:39][C@H:40]([C:42](O)=[O:43])[CH3:41])(OCC1C=CC=CC=1)=O>>[C:1]([OH:6])(=[O:5])[C:2]([OH:4])=[O:3].[C:7]([O:11][C:12](=[O:28])[CH2:13][N:14]([C:42](=[O:43])[C@H:40]([CH3:41])[NH2:39])[CH:15]1[C:23]2[C:18](=[CH:19][C:20]([O:26][CH3:27])=[C:21]([O:24][CH3:25])[CH:22]=2)[CH2:17][CH2:16]1)([CH3:10])([CH3:9])[CH3:8] |f:0.1,3.4|. Procedure: By reacting 7 g of N-(5,6-dimethoxyindan-1-yl)glycine tert-butyl ester oxalate with 4.8 g of N-carbobenzoxy-L-alanine and treating the reaction mixture as in Reference Example 5, there is obtained 4 g of L-alanyl-N-(5,6-dimethoxyindan-1-yl)glycine tert-butyl ester oxalate as colorless amorphous powder. The reactants are [N+](=O)([O-])C1=CC=CC=2C(C3=CC=CC(=C3C(C12)=O)Cl)=O (1-nitro-8-chloroanthraquinone), C1CCCC2=CC=CC=C12 (tetrahydronaphthalene). The product is 20.2, NC1=CC=CC=2C(C3=CC=CC(=C3C(C12)=O)Cl)=O (1-amino-8-chloroanthraquinone). RXN SMILES: [N+:1]([C:4]1[C:17]2[C:16](=[O:18])[C:15]3[C:10](=[CH:11][CH:12]=[CH:13][C:14]=3[Cl:19])[C:9](=[O:20])[C:8]=2[CH:7]=[CH:6][CH:5]=1)([O-])=O.C1C2C(=CC=CC=2)CCC1>>[NH2:1][C:4]1[C:17]2[C:16](=[O:18])[C:15]3[C:10](=[CH:11][CH:12]=[CH:13][C:14]=3[Cl:19])[C:9](=[O:20])[C:8]=2[CH:7]=[CH:6][CH:5]=1. Procedure details: 28.8 parts of 1-nitro-8-chloroanthraquinone are heated for 5 hours at boiling temperature in 160 parts of tetrahydronaphthalene. The remainder of the process is carried out as described in Example 4 to yield 20.2 parts of 1-amino-8-chloroanthraquinone.